describe an organic reaction: reactants, conditions, products, and yield From a dataset of the Open Reaction Database (ORD), a public repository of structured organic reaction records. Product: COc1cc2c(Nc3cccc4c3OCO4)ncnc2cc1OCCC1(O)CCN(C)CC1. RXN SMILES: [CH2:33]=[O:34].[CH:37]([OH:38])=[O:39].[Na+:36].[OH-:35].[OH:1][C:2]1([CH2:8][CH2:9][O:10][c:11]2[c:12]([O:31][CH3:32])[cH:13][c:14]3[c:15]([NH:21][c:22]4[c:23]5[c:24]([cH:25][cH:26][cH:27]4)[O:28][CH2:29][O:30]5)[n:16][cH:17][n:18][c:19]3[cH:20]2)[CH2:3][CH2:4][NH:5][CH2:6][CH2:7]1>>[OH:1][C:2]1([CH2:8][CH2:9][O:10][c:11]2[c:12]([O:31][CH3:32])[cH:13][c:14]3[c:15]([NH:21][c:22]4[c:23]5[c:24]([cH:25][cH:26][cH:27]4)[O:28][CH2:29][O:30]5)[n:16][cH:17][n:18][c:19]3[cH:20]2)[CH2:3][CH2:4][N:5]([CH3:33])[CH2:6][CH2:7]1. Reactants: C=O, O=CO, [Na+], [OH-], COc1cc2c(Nc3cccc4c3OCO4)ncnc2cc1OCCC1(O)CCNCC1. Reactants: CN(CCN(C)c1ccc([N+](=O)[O-])cc1)c1ccncc1, CO. Product: CN(CCN(C)c1ccc(N)cc1)c1ccncc1. As a reaction SMILES: [CH3:1][N:2]([CH2:3][CH2:4][N:5]([c:6]1[cH:7][cH:8][n:9][cH:10][cH:11]1)[CH3:12])[c:13]1[cH:14][cH:15][c:16]([N+:19]([O-:20])=[O:21])[cH:17][cH:18]1.[CH3:22][OH:23]>>[CH3:1][N:2]([CH2:3][CH2:4][N:5]([c:6]1[cH:7][cH:8][n:9][cH:10][cH:11]1)[CH3:12])[c:13]1[cH:14][cH:15][c:16]([NH2:19])[cH:17][cH:18]1.